This data is from the Open Reaction Database (ORD), a public repository of structured organic reaction records. The task is: describe an organic reaction: reactants, conditions, products, and yield Reactants: C([O-])(O)=O.[Na+] (Sodium bicarbonate), Cl.Cl.Cl.NC1=NC(=CC(=N1)C1=CC=C2C(=NNC2=C1)N)N1CC(CCC1)N (6-[2-amino-6-(3-amino-1-piperidinyl)-4-pyrimidinyl]-1H-indazol-3-amine trihydrochloride), C(C1=CC=CC=C1)(=O)Cl (benzoyl chloride), C(=O)(O)[O-].[Na+] (NaHCO3), C(C1=CC=CC=C1)(=O)Cl (benzoyl chloride), O1CCCC1 (Tetrahydrofuran). Solvent: O (water), CCOC(=O)C (EtOAc). Reaction conditions: time 2 hour. Product: NC1=NC(=CC(=N1)N1CC(CCC1)NC(C1=CC=CC=C1)=O)C1=CC=C2C(=NNC2=C1)N (N-{1-[2-Amino-6-(3-amino-1H-indazol-6-yl)-4-pyrimidinyl]-3-piperidinyl}benzamide). Yield: 105.2%. As a reaction SMILES: C(=O)(O)[O-].[Na+].Cl.Cl.Cl.[NH2:9][C:10]1[N:15]=[C:14]([C:16]2[CH:24]=[C:23]3[C:19]([C:20]([NH2:25])=[N:21][NH:22]3)=[CH:18][CH:17]=2)[CH:13]=[C:12]([N:26]2[CH2:31][CH2:30][CH2:29][CH:28]([NH2:32])[CH2:27]2)[N:11]=1.O1CCCC1.[C:38](Cl)(=[O:45])[C:39]1[CH:44]=[CH:43][CH:42]=[CH:41][CH:40]=1>O.CCOC(C)=O>[NH2:9][C:10]1[N:11]=[C:12]([N:26]2[CH2:31][CH2:30][CH2:29][CH:28]([NH:32][C:38](=[O:45])[C:39]3[CH:44]=[CH:43][CH:42]=[CH:41][CH:40]=3)[CH2:27]2)[CH:13]=[C:14]([C:16]2[CH:24]=[C:23]3[C:19]([C:20]([NH2:25])=[N:21][NH:22]3)=[CH:18][CH:17]=2)[N:15]=1 |f:0.1,2.3.4.5|. Reported procedure: Sodium bicarbonate (145 mg, 1.73 mmol) was added to a solution of 6-[2-amino-6-(3-amino-1-piperidinyl)-4-pyrimidinyl]-1H-indazol-3-amine trihydrochloride (150 mg, 0.346 mmol) in water (1.5 mL) with stirring. Tetrahydrofuran (THF) (1.5 mL) was added, the mixture was cooled in an ice bath, and benzoyl chloride (0.044 mL, 0.380 mmol) was added dropwise with stirring. The mixture was then warmed to room temperature and stirred for 2 hours. LCMS showed starting material remaining, product, and bis-be... Starting materials: Au, COC1=CC=C(C=C1)OC (1,4-dimethoxy-benzene), C(CCC)[Li] (n-butyllithium), thiol, SCCCCCCCCC1=C(O)C=CC(=C1)O (2-(8-mercapto-octyl)hydroquinone), BrCCCCCCCCBr (1,8-dibromo-octane). The product is BrCCCCCCCCC1=C(C=CC(=C1)OC)OC (2-(8-bromo-octyl)-1,4-dimethoxybenzene). RXN SMILES: SCCCCCCCCC1C=C(O)C=CC=1O.[CH3:18][O:19][C:20]1[CH:25]=[CH:24][C:23]([O:26][CH3:27])=[CH:22][CH:21]=1.C([Li])CCC.[Br:33][CH2:34][CH2:35][CH2:36][CH2:37][CH2:38][CH2:39][CH2:40][CH2:41]Br>>[Br:33][CH2:34][CH2:35][CH2:36][CH2:37][CH2:38][CH2:39][CH2:40][CH2:41][C:24]1[CH:25]=[C:20]([O:19][CH3:18])[CH:21]=[CH:22][C:23]=1[O:26][CH3:27]. Reported procedure: Au microelectrodes (approximately 103 μm2) or Au macroelectrodes (approximately 1 cm2) can be modified with QH2 or Fc by dipping the Au into solutions containing one or both of the thiol reagents. Preparation of 2-(8-mercapto-octyl)hydroquinone involves several steps: 1,4-dimethoxy-benzene was deprotonated with n-butyllithium and added to excess 1,8-dibromo-octane; vacuum distillation afforded 2-(8-bromo-octyl)-1,4-dimethoxybenzene; demethylation was accomplished in quantitative yield with BBr3 ... As a reaction SMILES: [CH3:1][C:2]1([CH3:15])[CH2:11][CH2:10][C:9]2[C:4](=[C:5]([CH3:14])[C:6]([CH3:13])=[C:7]([OH:12])[CH:8]=2)[O:3]1.C1N2CN3CN(C2)CN1C3.[C:26](O)(C(F)(F)F)=[O:27]>C(O)(=O)C>[OH:12][C:7]1[C:6]([CH3:13])=[C:5]([CH3:14])[C:4]2[O:3][C:2]([CH3:15])([CH3:1])[CH2:11][CH2:10][C:9]=2[C:8]=1[CH:26]=[O:27]. Reported procedure: 2,2,7,8-Tetramethylchroman-6-ol (2.0 g, 9.7 mmol) and hexamethylene tetramine (680 mg, 4.05 mmol) were weighed into a 20-mL scintillation vial, after which TFA (640 μL) and acetic acid (6.4 mL) were added. The vial was sealed, and the resulting mixture heated to 100° C. for 90 min, during which time a deep red color developed. The mixture was then concentrated to a red oil at 55° C. in vacuo. The darkly-colored residue was stirred in a biphasic mixture of 50 mL ethylacetate (EtOAc) and 50 mL 1 M... The reactants are CC1(OC2=C(C(=C(C=C2CC1)O)C)C)C (2,2,7,8-Tetramethylchroman-6-ol), C1N2CN3CN1CN(C2)C3 (hexamethylene tetramine), C(=O)(C(F)(F)F)O (TFA). Run at temperature 100 celsius, time 1 hour. The solvent is C(C)(=O)O (acetic acid). Yields the product OC1=C(C=2CCC(OC2C(=C1C)C)(C)C)C=O (6-hydroxy-2,2,7,8-tetramethylchroman-5-carbaldehyde).